Dataset: the Open Reaction Database (ORD), a public repository of structured organic reaction records. Task: describe an organic reaction: reactants, conditions, products, and yield Reactants: N[C@H](C(=O)NCCCC[C@@H](CO)N(CC(C)C)S(=O)(=O)C1=CC=C(C=C1)N)CC1=CC2=CC=CC=C2C=C1 ((2S,5S)-2-Amino-N-{5-[(4-amino-benzenesulfonyl)-isobutyl-amino]-6-hydroxy-hexyl}-3-naphthalen-2-yl-propionamide), N[C@H](C(=O)NCCCC[C@@H](CO)N(CC(C)C)S(=O)(=O)C1=CC=C(C=C1)N)CC1=CC2=CC=CC=C2C=C1 ((2S,5S)-2-Amino-N-{5-[(4-amino-benzenesulfonyl)-isobutyl-amino]-6-hydroxy-hexyl}-3-naphthalen-2-yl-propionamide), CC(C=O)(C)C (trimethylacetaldehyde). Yields the product NC1=CC=C(C=C1)S(=O)(=O)N([C@@H](CCCCNC([C@H](CC1=CC2=CC=CC=C2C=C1)NCC(C)(C)C)=O)CO)CC(C)C ((2S,5S)-N-{5-[(4-Amino-benzenesulfonyl)-isobutyl-amino]-6-hydroxy-hexyl}-2-(2,2-dimethyl-propylamino)-3-naphthalen-2-yl-propionamide). Reaction SMILES: [NH2:1][C@@H:2]([CH2:28][C:29]1[CH:38]=[CH:37][C:36]2[C:31](=[CH:32][CH:33]=[CH:34][CH:35]=2)[CH:30]=1)[C:3]([NH:5][CH2:6][CH2:7][CH2:8][CH2:9][C@H:10]([N:13]([S:18]([C:21]1[CH:26]=[CH:25][C:24]([NH2:27])=[CH:23][CH:22]=1)(=[O:20])=[O:19])[CH2:14][CH:15]([CH3:17])[CH3:16])[CH2:11][OH:12])=[O:4].[CH3:39][C:40]([CH3:44])([CH3:43])[CH:41]=O>>[NH2:27][C:24]1[CH:23]=[CH:22][C:21]([S:18]([N:13]([CH2:14][CH:15]([CH3:17])[CH3:16])[C@H:10]([CH2:11][OH:12])[CH2:9][CH2:8][CH2:7][CH2:6][NH:5][C:3](=[O:4])[C@@H:2]([NH:1][CH2:39][C:40]([CH3:44])([CH3:43])[CH3:41])[CH2:28][C:29]2[CH:38]=[CH:37][C:36]3[C:31](=[CH:32][CH:33]=[CH:34][CH:35]=3)[CH:30]=2)(=[O:20])=[O:19])=[CH:26][CH:25]=1. Procedure details: The title compound was prepared from (2S,5S)-2-amino-N-{5-[(4-amino-benzenesulfonyl)-isobutyl-amino]-6-hydroxy-hexyl}-3-naphthalen-2-yl-propionamide (product of example 49) as described in general procedure F using trimethylacetaldehyde. The final product was obtained in 47% yield. The reactants are C(C)(C)(C)OC(=O)N1C[C@@H]([C@H](CC1)C1=CC=C(C=C1)OCCCOCC1=C(C=CC=C1)OC)OCC1=CC=C2CCCN(C2=C1)CCCCN ((3R,4R)-3-[1-(4-amino-butyl)-1,2,3,4-tetrahydro-quinolin-7-ylmethoxy]-4-[4-[3-(2-methoxy-benzyloxy)-propoxy]-phenyl]-piperidine-1-carboxylic acid tert-butyl ester), Cl.CO (HCl methanol). The product is COC1=C(COCCCOC2=CC=C(C=C2)[C@@H]2[C@H](CNCC2)OCC2=CC=C3CCCN(C3=C2)CCCCN)C=CC=C1 ((3R,4R)-4-[7-(4-[4-[3-(2-methoxy-benzyloxy)-propoxy]-phenyl]-piperidin-3-yloxymethyl)-3,4-dihydro-2H-quinolin-1-yl]-butylamine). Reaction SMILES: C(OC([N:8]1[CH2:13][CH2:12][C@H:11]([C:14]2[CH:19]=[CH:18][C:17]([O:20][CH2:21][CH2:22][CH2:23][O:24][CH2:25][C:26]3[CH:31]=[CH:30][CH:29]=[CH:28][C:27]=3[O:32][CH3:33])=[CH:16][CH:15]=2)[C@@H:10]([O:34][CH2:35][C:36]2[CH:45]=[C:44]3[C:39]([CH2:40][CH2:41][CH2:42][N:43]3[CH2:46][CH2:47][CH2:48][CH2:49][NH2:50])=[CH:38][CH:37]=2)[CH2:9]1)=O)(C)(C)C.Cl.CO>>[CH3:33][O:32][C:27]1[CH:28]=[CH:29][CH:30]=[CH:31][C:26]=1[CH2:25][O:24][CH2:23][CH2:22][CH2:21][O:20][C:17]1[CH:16]=[CH:15][C:14]([C@H:11]2[CH2:12][CH2:13][NH:8][CH2:9][C@@H:10]2[O:34][CH2:35][C:36]2[CH:45]=[C:44]3[C:39]([CH2:40][CH2:41][CH2:42][N:43]3[CH2:46][CH2:47][CH2:48][CH2:49][NH2:50])=[CH:38][CH:37]=2)=[CH:19][CH:18]=1 |f:1.2|. Procedure details: In analogy to the procedure described in example 4(b), the (3R,4R)-3-[1-(4-amino-butyl)-1,2,3,4-tetrahydro-quinolin-7-ylmethoxy]-4-[4-[3-(2-methoxy-benzyloxy)-propoxy]-phenyl]-piperidine-1-carboxylic acid tert-butyl ester was deprotected with HCl/methanol to yield the (3R,4R)-4-[7-(4-[4-[3-(2-methoxy-benzyloxy)-propoxy]-phenyl]-piperidin-3-yloxymethyl)-3,4-dihydro-2H-quinolin-1-yl]-butylamine as a light yellow oil; MS: 588 (M+H)+. The reactants are ClCc1ccccc1, Cl, [Na+], [OH-], O, O=C(O)c1cccnc1S. Yields the product O=C(O)c1cccnc1SCc1ccccc1. As a reaction SMILES: [Cl:13][CH2:14][c:15]1[cH:16][cH:17][cH:18][cH:19][cH:20]1.[ClH:21].[Na+:12].[OH-:11].[OH2:22].[SH:1][c:2]1[c:3]([C:4](=[O:5])[OH:6])[cH:7][cH:8][cH:9][n:10]1>>[S:1]([c:2]1[c:3]([C:4](=[O:5])[OH:6])[cH:7][cH:8][cH:9][n:10]1)[CH2:14][c:15]1[cH:16][cH:17][cH:18][cH:19][cH:20]1. Starting materials: C[C@]12CC[C@@H](C1(C)C)CC2C(=C)C(=O)[O-] (isobornyl acrylate), C(C=C)(=O)O (acrylic acid), Compound 1, C(Br)(Br)(Br)Br (carbon tetrabromide), C(C1=CC=CC=C1)(=O)OOC(C1=CC=CC=C1)=O (benzoyl peroxide). The solvent is C(C)(=O)OCC (ethyl acetate). Run at time 22 hour. Yields the product C[C@]12CC[C@@H](C1(C)C)CC2C(=C)C(=O)[O-].C(C=C)(=O)O (isobornyl acrylate acrylic acid). Reaction SMILES: [CH3:1][C@@:2]12[CH:10]([C:11]([C:13]([O-:15])=[O:14])=[CH2:12])[CH2:9][C@H:5]([C:6]1([CH3:8])[CH3:7])[CH2:4][CH2:3]2.[C:16]([OH:20])(=[O:19])[CH:17]=[CH2:18].C(Br)(Br)(Br)Br.C(OOC(=O)C1C=CC=CC=1)(=O)C1C=CC=CC=1>C(OCC)(=O)C>[CH3:1][C@@:2]12[CH:10]([C:11]([C:13]([O-:15])=[O:14])=[CH2:12])[CH2:9][C@H:5]([C:6]1([CH3:7])[CH3:8])[CH2:4][CH2:3]2.[C:16]([OH:20])(=[O:19])[CH:17]=[CH2:18] |f:5.6|. Procedure details: Nine grams of (90/10 parts by weight) of isobornyl acrylate and acrylic acid, 1 gram of Compound 1, 100 grams of ethyl acetate, 0.1 part of carbon tetrabromide (a chain transfer agent) and 0.1 gram of benzoyl peroxide were charged into a bottle. The bottle was purged with nitrogen for 10 minutes, capped, placed in a water bath at 60° C. and agitated for approximately 20-24 hours. The viscosity of the solution increased and the infrared spectrum of the polymer showed the disappearance of the viny... The reactants are ClC=1C=C(C=C(C1Cl)Cl)C1(CC(=NO1)C=1N2C=CC=C2C(=CC1)C(=O)OC)C(F)(F)F (methyl 5-(5-(3,4,5-trichlorophenyl)-5-(trifluoromethyl)-4,5-dihydro-isoxazol-3-yl)indolizine-8-carboxylate), [OH-].[Na+] (NaOH), Cl (HCl). The solvent is O.C1CCOC1 (H2O THF). Product: ClC=1C=C(C=C(C1Cl)Cl)C1(CC(=NO1)C=1N2C=CC=C2C(=CC1)C(=O)O)C(F)(F)F (5-(5-(3,4,5-trichloro-phenyl)-5-(trifluoromethyl)-4,5-dihydroisoxazol-3-yl)indolizine-8-carboxylic acid). The yield is 35.9%. As a reaction SMILES: [Cl:1][C:2]1[CH:3]=[C:4]([C:10]2([C:28]([F:31])([F:30])[F:29])[O:14][N:13]=[C:12]([C:15]3[N:16]4[C:20]([C:21]([C:24]([O:26]C)=[O:25])=[CH:22][CH:23]=3)=[CH:19][CH:18]=[CH:17]4)[CH2:11]2)[CH:5]=[C:6]([Cl:9])[C:7]=1[Cl:8].[OH-].[Na+].Cl>O.C1COCC1>[Cl:9][C:6]1[CH:5]=[C:4]([C:10]2([C:28]([F:30])([F:31])[F:29])[O:14][N:13]=[C:12]([C:15]3[N:16]4[C:20]([C:21]([C:24]([OH:26])=[O:25])=[CH:22][CH:23]=3)=[CH:19][CH:18]=[CH:17]4)[CH2:11]2)[CH:3]=[C:2]([Cl:1])[C:7]=1[Cl:8] |f:1.2,4.5|. Procedure details: A solution of methyl 5-(5-(3,4,5-trichlorophenyl)-5-(trifluoromethyl)-4,5-dihydro-isoxazol-3-yl)indolizine-8-carboxylate (70 mg, 0.14 mmol) and NaOH (30 mg, 0.75 mmol) in H2O-THF (1:1, 10 mL) was stirred at rt for 3 h. The mixture was acidified with 2 N HCl and extracted with ethyl acetate (3×20 mL). The combined organic layers were washed with brine, dried over Na2SO4, filtered and concentrated under reduced pressure. The residue was purified by prep-TLC to give 5-(5-(3,4,5-trichloro-phenyl)-5-... Reactants: C1C(=O)OCC(=O)O1 (glycolide), C(CO)(=O)O (glycolic acid). The product is C1(CCCCCO1)=O.C1C(=O)OCC(=O)O1.C(CO)(=O)O (ε-CAPROLACTONE GLYCOLIDE GLYCOLIC ACID). Reaction SMILES: [CH2:1]1[O:8][C:6](=[O:7])[CH2:5][O:4][C:2]1=[O:3].[C:9]([OH:13])(=[O:12])[CH2:10][OH:11]>>[C:6]1(=[O:7])[O:8][CH2:1][CH2:2][CH2:10][CH2:9][CH2:5]1.[CH2:1]1[O:8][C:6](=[O:7])[CH2:5][O:4][C:2]1=[O:3].[C:9]([OH:13])(=[O:12])[CH2:10][OH:11] |f:2.3.4|. Procedure: The procedure of Example 1 is repeated, except that the reaction flask is charged with 9.29 g (0.08 mole) of glycolide and 3.04 g (0.04 mole) of glycolic acid. The reactants are C=C1COC(c2cc(F)c(F)cc2F)C([N+](=O)[O-])C1, CCO, Cl, [Na+], [OH-], [Zn]. The product is C=C1COC(c2cc(F)c(F)cc2F)C(N)C1. Reaction SMILES: [CH2:1]=[C:2]1[CH2:3][CH:4]([N+:17]([O-:18])=[O:19])[CH:5]([c:8]2[c:9]([F:16])[cH:10][c:11]([F:15])[c:12]([F:14])[cH:13]2)[O:6][CH2:7]1.[CH3:23][CH2:24][OH:25].[ClH:20].[Na+:22].[OH-:21].[Zn:26]>>[CH2:1]=[C:2]1[CH2:3][CH:4]([NH2:17])[CH:5]([c:8]2[c:9]([F:16])[cH:10][c:11]([F:15])[c:12]([F:14])[cH:13]2)[O:6][CH2:7]1. The reactants are N(=C=O)[C@]12[C@@H]([C@H]3CC[C@@H]4[C@]5(CC=C(C([C@@H]5CC[C@]4([C@@]3(CC1)C)C)(C)C)C1=CC=C(C(=O)OC)C=C1)C)[C@@H](CC2)C(=C)C (methyl 4-((1R,3aS,5aR,5bR,7aR,11aS,11bR,13aR,13bR)-3a-isocyanato-5a,5b,8,8,11a-pentamethyl-1-(prop-1-en-2-yl)-2,3,3a,4,5,5a,5b,6,7,7a,8,11,11a,11b,12,13,13a,13b-octadecahydro-1H-cyclopenta[a]chrysen-9-yl)benzoate), CN(CCNC(N[C@]12[C@@H]([C@H]3CC[C@@H]4[C@]5(CC=C(C([C@@H]5CC[C@]4([C@@]3(CC1)C)C)(C)C)C1=CC=C(C(=O)O)C=C1)C)[C@@H](CC2)C(=C)C)=O)C (4-((1R,3aS,5aR,5bR,7aR,11aS,11bR,13aR,13bR)-3a-(3-(2-(dimethylamino)ethyl)ureido)-5a,5b,8,8,11a-pentamethyl-1-(prop-1-en-2-yl)-2,3,3a,4,5,5a,5b,6,7,7a,8,11,11a,11b,12,13,13a,13b-octadecahydro-1H-cyclopenta[a]chrysen-9-yl)benzoic acid), CN([C@@H]1COC[C@H]1N1CCNCC1)C ((3S,4S)—N,N-dimethyl-4-(piperazin-1-yl)tetrahydrofuran-3-amine). Product: CN([C@H]1[C@@H](COC1)N1CCN(CC1)C(=O)N[C@]12[C@@H]([C@H]3CC[C@@H]4[C@]5(CC=C(C([C@@H]5CC[C@]4([C@@]3(CC1)C)C)(C)C)C1=CC=C(C(=O)O)C=C1)C)[C@@H](CC2)C(=C)C)C (4-((1R,3aS,5aR,5bR,7aR,11aS,11bR,13aR,13bR)-3a-(4-((3S,4S)-4-(dimethylamino)tetrahydrofuran-3-yl)piperazine-1-carboxamido)-5a,5b,8,8,11a-pentamethyl-1-(prop-1-en-2-yl)-2,3,3a,4,5,5a,5b,6,7,7a,8,11,11a,11b,12,13,13a,13b-octadecahydro-1H-cyclopenta[a]chrysen-9-yl)benzoic acid). Yield: 20.0%. As a reaction SMILES: [N:1]([C@:4]12[CH2:39][CH2:38][C@@H:37]([C:40]([CH3:42])=[CH2:41])[C@@H:5]1[C@@H:6]1[C@@:19]([CH3:22])([CH2:20][CH2:21]2)[C@@:18]2([CH3:23])[C@@H:9]([C@:10]3([CH3:36])[C@@H:15]([CH2:16][CH2:17]2)[C:14]([CH3:25])([CH3:24])[C:13]([C:26]2[CH:35]=[CH:34][C:29]([C:30]([O:32]C)=[O:31])=[CH:28][CH:27]=2)=[CH:12][CH2:11]3)[CH2:8][CH2:7]1)=[C:2]=[O:3].CN(C)CCNC(=O)N[C@]12CC[C@@H](C(C)=C)[C@@H]1[C@@H]1[C@@](C)(CC2)[C@@]2(C)[C@@H]([C@]3(C)[C@@H](CC2)C(C)(C)C(C2C=CC(C(O)=O)=CC=2)=CC3)CC1.[CH3:90][N:91]([CH3:103])[C@H:92]1[C@H:96]([N:97]2[CH2:102][CH2:101][NH:100][CH2:99][CH2:98]2)[CH2:95][O:94][CH2:93]1>>[CH3:90][N:91]([CH3:103])[C@@H:92]1[CH2:93][O:94][CH2:95][C@H:96]1[N:97]1[CH2:102][CH2:101][N:100]([C:2]([NH:1][C@:4]23[CH2:39][CH2:38][C@@H:37]([C:40]([CH3:42])=[CH2:41])[C@@H:5]2[C@@H:6]2[C@@:19]([CH3:22])([CH2:20][CH2:21]3)[C@@:18]3([CH3:23])[C@@H:9]([C@:10]4([CH3:36])[C@@H:15]([CH2:16][CH2:17]3)[C:14]([CH3:24])([CH3:25])[C:13]([C:26]3[CH:27]=[CH:28][C:29]([C:30]([OH:32])=[O:31])=[CH:34][CH:35]=3)=[CH:12][CH2:11]4)[CH2:8][CH2:7]2)=[O:3])[CH2:99][CH2:98]1. Procedure details: The title compound was prepared in 20% yield from methyl 4-((1R,3aS,5aR,5bR,7aR,11aS,11bR,13aR,13bR)-3a-isocyanato-5a,5b,8,8,11a-pentamethyl-1-(prop-1-en-2-yl)-2,3,3a,4,5,5a,5b,6,7,7a,8,11,11a,11b,12,13,13a,13b-octadecahydro-1H-cyclopenta[a]chrysen-9-yl)benzoate following the same procedure as described for the preparation of 4-((1R,3aS,5aR,5bR,7aR,11aS,11bR,13aR,13bR)-3a-(3-(2-(dimethylamino)ethyl)ureido)-5a,5b,8,8,11a-pentamethyl-1-(prop-1-en-2-yl)-2,3,3a,4,5,5a,5b,6,7,7a,8,11,11a,11b,12,13,13...